From a dataset of the Open Reaction Database (ORD), a public repository of structured organic reaction records. describe an organic reaction: reactants, conditions, products, and yield Starting materials: CN1CCOCC1, COC(=O)C(Cc1ccccc1)NC(=O)C(CC(=O)O)NC(=O)OCc1ccccc1. The product is COC(=O)C(N)Cc1ccccc1. As a reaction SMILES: [CH3:1][N:2]1[CH2:3][CH2:4][O:5][CH2:6][CH2:7]1.[CH3:8][O:9][C:10]([CH:11]([NH:12][C:13](=[O:14])[CH:15]([CH2:16][C:17](=[O:18])[OH:19])[NH:20][C:21]([O:22][CH2:23][c:24]1[cH:25][cH:26][cH:27][cH:28][cH:29]1)=[O:30])[CH2:31][c:32]1[cH:33][cH:34][cH:35][cH:36][cH:37]1)=[O:38]>>[CH3:8][O:9][C:10]([CH:11]([NH2:12])[CH2:31][c:32]1[cH:33][cH:34][cH:35][cH:36][cH:37]1)=[O:38].